This data is from the Open Reaction Database (ORD), a public repository of structured organic reaction records. The task is: describe an organic reaction: reactants, conditions, products, and yield Starting materials: BrC=1C=C(C=NC1)C(CCCO)=O (1-(5-Bromo-pyridin-3-yl)-4-hydroxy-butan-1-one), CC(=O)OI1(C=2C=CC=CC2C(=O)O1)(OC(=O)C)OC(=O)C (Dess-Martin periodinane). The solvent is C(Cl)Cl (CH2Cl2), C(Cl)Cl (CH2Cl2), CCOCC (ether). Reaction conditions: temperature 25 celsius, time 20 minute. The product is BrC=1C=C(C=NC1)C(CCC=O)=O (4-(5-Bromo-pyridin-3-yl)-4-oxo-butyraldehyde). Yield: 124.9%. RXN SMILES: [Br:1][C:2]1[CH:3]=[C:4]([C:8](=[O:13])[CH2:9][CH2:10][CH2:11][OH:12])[CH:5]=[N:6][CH:7]=1.CC(OI1(OC(C)=O)(OC(C)=O)OC(=O)C2C=CC=CC1=2)=O>C(Cl)Cl.CCOCC>[Br:1][C:2]1[CH:3]=[C:4]([C:8](=[O:13])[CH2:9][CH2:10][CH:11]=[O:12])[CH:5]=[N:6][CH:7]=1. Reported procedure: To a solution of 1-(5-bromo-pyridin-3-yl)-4-hydroxy-butan-1-one (1) (5.0 g, 20.5 mmole) in 90 mL of CH2Cl2 at 25° C., is added a solution of Dess-Martin periodinane (9.6 g, 22.5 mmole) in 70 mL of CH2Cl2 slowly. After stirring at 25° C. for 20 minutes, the reaction mixture is diluted with 200 mL of ether (a lot of white precipitates came out of the solution) and cooled by dry-ice-acetone bath. The solid is filtered out and discarded. The filtrate is concentrated. The residue is diluted with 100 ... The reactants are N1=CN=C2N(C=NC2=C1)CC1=CC2=C(N=C(S2)S(=O)C)C=C1 (6-((9H-Purin-9-yl)methyl)-2-(methylsulfinyl)benzo[d]thiazole), N[C@H]1[C@@H](CC2=CC=CC=C12)O ((1R,2R)-1-amino-2,3-dihydro-1H-inden-2-ol), CCN(C(C)C)C(C)C (DIEA). Run in CN1CCCC1=O (NMP). Reaction conditions: temperature 150 celsius. Product: N1=CN=C2N(C=NC2=C1)CC1=CC2=C(N=C(S2)N[C@H]2[C@@H](CC3=CC=CC=C23)O)C=C1 ((1R,2R)-1-((6-((9H-purin-9-yl)methyl)benzo[d]thiazol-2-yl)amino)-2,3-dihydro-1H-inden-2-ol). Isolated yield 21.4%. As a reaction SMILES: [N:1]1[CH:9]=[C:8]2[C:4]([N:5]([CH2:10][C:11]3[CH:22]=[CH:21][C:14]4[N:15]=[C:16](S(C)=O)[S:17][C:13]=4[CH:12]=3)[CH:6]=[N:7]2)=[N:3][CH:2]=1.[NH2:23][C@@H:24]1[C:32]2[C:27](=[CH:28][CH:29]=[CH:30][CH:31]=2)[CH2:26][C@H:25]1[OH:33].CCN(C(C)C)C(C)C>CN1C(=O)CCC1>[N:1]1[CH:9]=[C:8]2[C:4]([N:5]([CH2:10][C:11]3[CH:22]=[CH:21][C:14]4[N:15]=[C:16]([NH:23][C@@H:24]5[C:32]6[C:27](=[CH:28][CH:29]=[CH:30][CH:31]=6)[CH2:26][C@H:25]5[OH:33])[S:17][C:13]=4[CH:12]=3)[CH:6]=[N:7]2)=[N:3][CH:2]=1. Reported procedure: To a mixture of 6-((9H-purin-9-yl)methyl)-2-(methylsulfinyl)benzo[d]thiazole (270 mg, 0.8 mmol) from Step 2 of the this Example and (1R,2R)-1-amino-2,3-dihydro-1H-inden-2-ol (246 mg, 1.6 mmol) in NMP (1.5 mL) was added DIEA (570 μL, 3.3 mmol). The reaction vessel was sealed and the mixture was heated at 150° C. in the Biotage microwave reactor for 1.5 h. The mixture was purified by reverse-phase preparative HPLC using a mixture of water (5% CH3CN, 0.05% HCOOH) and CH3CN (0.05% HCOOH) as the mobi... Reactants: FC(F)Cl, C1COCCO1, O, O=[N+]([O-])c1cnc2ccc(S)cc2c1-c1ccccc1. Product: O=[N+]([O-])c1cnc2ccc(SC(F)F)cc2c1-c1ccccc1. As a reaction SMILES: [Cl:21][CH:22]([F:23])[F:24].[O:25]1[CH2:26][CH2:27][O:28][CH2:29][CH2:30]1.[OH2:31].[SH:1][c:2]1[cH:3][c:4]2[c:5](-[c:15]3[cH:16][cH:17][cH:18][cH:19][cH:20]3)[c:6]([N+:12](=[O:13])[O-:14])[cH:7][n:8][c:9]2[cH:10][cH:11]1>>[S:1]([c:2]1[cH:3][c:4]2[c:5](-[c:15]3[cH:16][cH:17][cH:18][cH:19][cH:20]3)[c:6]([N+:12](=[O:13])[O-:14])[cH:7][n:8][c:9]2[cH:10][cH:11]1)[CH:22]([F:23])[F:24].